This data is from the Open Reaction Database (ORD), a public repository of structured organic reaction records. The task is: describe an organic reaction: reactants, conditions, products, and yield Starting materials: CCOC(C)=O, Cc1ccccc1, CC(C)C[AlH]CC(C)C, CO, Cl, O, COC(=O)c1ccc(C#CCc2ccc3c(c2)C(C)(C)CCC3(C)C)cc1O. The product is CC1(C)CCC(C)(C)c2cc(CC#Cc3ccc(CO)c(O)c3)ccc21. RXN SMILES: [C:47]([O:48][CH2:49][CH3:50])(=[O:51])[CH3:52].[CH3:29][c:30]1[cH:31][cH:32][cH:33][cH:34][cH:35]1.[CH3:36][CH:37]([CH2:38][AlH:39][CH2:40][CH:41]([CH3:42])[CH3:43])[CH3:44].[CH3:53][OH:54].[ClH:45].[OH2:46].[OH:1][c:2]1[c:3]([C:4](=[O:5])[O:6][CH3:7])[cH:8][cH:9][c:10]([C:12]#[C:13][CH2:14][c:15]2[cH:16][c:17]3[c:22]([cH:23][cH:24]2)[C:21]([CH3:25])([CH3:26])[CH2:20][CH2:19][C:18]3([CH3:27])[CH3:28])[cH:11]1>>[OH:1][c:2]1[c:3]([CH2:4][OH:5])[cH:8][cH:9][c:10]([C:12]#[C:13][CH2:14][c:15]2[cH:16][c:17]3[c:22]([cH:23][cH:24]2)[C:21]([CH3:25])([CH3:26])[CH2:20][CH2:19][C:18]3([CH3:27])[CH3:28])[cH:11]1. Starting materials: C(C)(C)(C)C=1OC2=C(C1)CC(CC2)=O (tert butyl-4,5,6,7 tetrahydro-5-benzofuranone), [S] (sulfur). Conditions: temperature 225 celsius. The product is C(C)(C)(C)C1=C(C=CC2=C1C=CO2)O (4-tert-butyl5-benzofuranol). Reaction SMILES: C([C:5]1[O:6][C:7]2[CH2:13][CH2:12][C:11](=[O:14])[CH2:10][C:8]=2[CH:9]=1)(C)(C)C.[S]>>[C:8]([C:10]1[C:8]2[CH:9]=[CH:5][O:6][C:7]=2[CH:13]=[CH:12][C:11]=1[OH:14])([CH3:10])([CH3:9])[CH3:7] |^3:14|. Reported procedure: A mixture of 4 tert butyl-4,5,6,7 tetrahydro-5-benzofuranone (1.00 g, 5.2 mmol) and sulfur (0.167 g, 1 equivalent) in a sealable tube is flushed with nitrogen, sealed and heated to 225° C. for 30 minutes. An additional portion of sulfur (0.030 g) is then added and the mixture heated an additional 15 minutes. After cooling the total reaction mixture is taken up in a small portion of methylene chloride and applied directly to a flash silica gel column. Elution with 5% ethyl acetate in hexane gives... Reactants: [F-], FC(F)(F)C(=C(C(F)(F)C(F)(F)F)C(F)(C(F)(F)F)C(F)(F)F)C(F)(F)F, C[Si](C)(C)C(F)(F)F, FC(F)(F)F, FC(F)(F)C(=C(C(F)(C(F)(F)F)C(F)(F)F)C(C(F)(F)F)(C(F)(F)F)C(F)(F)F)C(F)(F)F, [K+], CN(C)C=O. Yields the product FC(=C(C(F)(C(F)(F)F)C(F)(F)F)C(C(F)(F)F)(C(F)(F)F)C(F)(F)F)C(F)(F)F. As a reaction SMILES: [F-:36].[F:1][C:2]([F:3])([F:4])[C:5]([C:6]([F:7])([F:8])[F:9])=[C:10]([C:11]([F:12])([F:13])[C:14]([F:15])([F:16])[F:17])[C:18]([F:19])([C:20]([F:21])([F:22])[F:23])[C:24]([F:25])([F:26])[F:27].[F:28][C:29]([Si:30]([CH3:31])([CH3:32])[CH3:33])([F:34])[F:35].[F:38][C:39]([F:40])([F:41])[F:42].[F:43][C:44]([C:45](=[C:46]([C:47]([C:48]([F:49])([F:50])[F:51])([C:52]([F:53])([F:54])[F:55])[C:56]([F:57])([F:58])[F:59])[C:60]([C:61]([F:62])([F:63])[F:64])([C:65]([F:66])([F:67])[F:68])[F:69])[C:70]([F:71])([F:72])[F:73])([F:74])[F:75].[K+:37].[O:76]=[CH:77][N:78]([CH3:79])[CH3:80]>>[F:1][C:45]([C:44]([F:43])([F:74])[F:75])=[C:46]([C:47]([C:48]([F:49])([F:50])[F:51])([C:52]([F:53])([F:54])[F:55])[C:56]([F:57])([F:58])[F:59])[C:60]([C:61]([F:62])([F:63])[F:64])([C:65]([F:66])([F:67])[F:68])[F:69]. Starting materials: [C-]#N.[K+] (KCN), C1=C(CCC2=CC=CC=C12)CC(C)=O (1-(3,4-dihydronaphth-2-yl)propan-2-one), [NH4+].[Cl-] (NH4Cl). Run in CO (CH3OH), O (water), O (H2O). Run at temperature 20 celsius, time 72 hour. The product is NC(C#N)(CC1=CC2=CC=CC=C2CC1)C (2-Amino-2-methyl-3-(3,4-dihydro-naphth-2-yl)propionitrile). As a reaction SMILES: [CH:1]1[C:10]2[C:5](=[CH:6][CH:7]=[CH:8][CH:9]=2)[CH2:4][CH2:3][C:2]=1[CH2:11][C:12](=O)[CH3:13].[C-:15]#[N:16].[K+].[NH4+:18].[Cl-]>CO.O>[NH2:18][C:12]([CH3:13])([CH2:11][C:2]1[CH2:3][CH2:4][C:5]2[C:10](=[CH:9][CH:8]=[CH:7][CH:6]=2)[CH:1]=1)[C:15]#[N:16] |f:1.2,3.4|. Reported procedure: To a solution of 6.50 g (35 mmol) of 1-(3,4-dihydronaphth-2-yl)propan-2-one in a mixture of 41 ml of CH3OH and 20 ml of water there are added, in succession, all at once, 2.34 g (36 mmol) of KCN and 1.93 g (36 mmol) of NH4Cl. After stirring for 72 hours at 20° C., the mixture is diluted with H2O and extracted with CH2Cl2 (4×50 ml). The solvents are evaporated off; the residue is taken up in Et2O and extracted again with 1N HCl (3×40 ml). The combined aqueous phases are rendered alkaline with 6N ... The reactants are [BH3-]C#N, CCOc1cc(C=O)ccc1C, CC(C)[O-], CC(C)[O-], CC(C)[O-], CC(C)[O-], CC(C)O, O=C(O)C(F)(F)F, O=C1c2ccccc2CN1C1CCNCC1, [Na+], [Ti+4]. Yields the product CCOc1cc(CN2CCC(N3Cc4ccccc4C3=O)CC2)ccc1C. RXN SMILES: [C:36]([BH3-:37])#[N:38].[CH2:24]([CH3:25])[O:26][c:27]1[cH:28][c:29]([CH:30]=[O:31])[cH:32][cH:33][c:34]1[CH3:35].[CH3:44][CH:45]([CH3:46])[O-:47].[CH3:48][CH:49]([CH3:50])[O-:51].[CH3:52][CH:53]([CH3:54])[O-:55].[CH3:56][CH:57]([CH3:58])[O-:59].[CH:40]([OH:41])([CH3:42])[CH3:43].[F:1][C:2]([F:3])([F:4])[C:5]([OH:6])=[O:7].[NH:8]1[CH2:9][CH2:10][CH:11]([N:14]2[C:15](=[O:23])[c:16]3[cH:17][cH:18][cH:19][cH:20][c:21]3[CH2:22]2)[CH2:12][CH2:13]1.[Na+:39].[Ti+4:60]>>[N:8]1([CH2:30][c:29]2[cH:28][c:27]([O:26][CH2:24][CH3:25])[c:34]([CH3:35])[cH:33][cH:32]2)[CH2:9][CH2:10][CH:11]([N:14]2[C:15](=[O:23])[c:16]3[cH:17][cH:18][cH:19][cH:20][c:21]3[CH2:22]2)[CH2:12][CH2:13]1.